From a dataset of the Open Reaction Database (ORD), a public repository of structured organic reaction records. describe an organic reaction: reactants, conditions, products, and yield The reactants are FC1=CC=CC(=N1)N1CCNCC1 (1-(6-fluoropyridin-2-yl)piperazine), ClC(C)C1=CC=C(C=C1)CNC(C)=O (N-((4-(1-chloroethyl)phenyl)methyl)acetamide). Yields the product FC1=CC=CC(=N1)N1CCN(CC1)C(C)C1=CC=C(C=C1)CNC(C)=O (N-(1-(4-(1-(4-(6-Fluoropyridin-2-yl)piperazin-1-yl)ethyl)phenyl)methyl)acetamide). Reaction SMILES: [F:1][C:2]1[N:7]=[C:6]([N:8]2[CH2:13][CH2:12][NH:11][CH2:10][CH2:9]2)[CH:5]=[CH:4][CH:3]=1.Cl[CH:15]([C:17]1[CH:22]=[CH:21][C:20]([CH2:23][NH:24][C:25](=[O:27])[CH3:26])=[CH:19][CH:18]=1)[CH3:16]>>[F:1][C:2]1[N:7]=[C:6]([N:8]2[CH2:13][CH2:12][N:11]([CH:15]([C:17]3[CH:22]=[CH:21][C:20]([CH2:23][NH:24][C:25](=[O:27])[CH3:26])=[CH:19][CH:18]=3)[CH3:16])[CH2:10][CH2:9]2)[CH:5]=[CH:4][CH:3]=1. Reported procedure: By similar reaction and treatment to that in Example 1(5) using 1-(6-fluoropyridin-2-yl)piperazine instead of phenylpiperazine and N-((4-(1-chloroethyl)phenyl)methyl)acetamide instead of N-(4-chloromethylphenylmethyl)acetamide, the title compound can be obtained. The reactants are C=1C=C[NH+]=CC1.[O-][Cr](=O)(=O)Cl (PCC), C(C)(=O)[O-].[Na+] (sodium acetate), C(C)(C)(C)OC(=O)N1CCC(CC1)CCCO (3-(N-t-butyloxycarbonylpiperidin-4-yl)propanol). Solvent: CCOCC (ether), C(Cl)Cl (DCM), C(Cl)Cl (DCM), CCOCC (ether). Reaction conditions: time 4 hour. The product is C(C)(C)(C)OC(=O)N1CCC(CC1)CCC=O (3-(N-t-Butyloxycarbonylpiperidin-4-yl)propanal). Yield: 83.9%. Reaction SMILES: C1C=C[NH+]=CC=1.[O-][Cr](Cl)(=O)=O.C([O-])(=O)C.[Na+].[C:17]([O:21][C:22]([N:24]1[CH2:29][CH2:28][CH:27]([CH2:30][CH2:31][CH2:32][OH:33])[CH2:26][CH2:25]1)=[O:23])([CH3:20])([CH3:19])[CH3:18]>C(Cl)Cl.CCOCC>[C:17]([O:21][C:22]([N:24]1[CH2:29][CH2:28][CH:27]([CH2:30][CH2:31][CH:32]=[O:33])[CH2:26][CH2:25]1)=[O:23])([CH3:20])([CH3:19])[CH3:18] |f:0.1,2.3|. Reported procedure: To a suspension of PCC (11.52 g, 53.44 mmol) and sodium acetate (4.38 g, 53.4 mmol) in DCM (60 mL) was added a solution of 3-(N-t-butyloxycarbonylpiperidin-4-yl)propanol (10.00 g, 41.09 mmol) in DCM (20 mL). After 4 hours at room temperature, the mixture was diluted with ether and passed though a short column of fluorisil® using ether as an eluent. The eluate was concentrated in vacuo and placed under vacuum until constant weight was achieved, affording 8.32 g (84%) of the desired aldehyde as a ... Reactants: C(C)OC(CNC(=O)NC1=CC=C(C=C1)C(F)(F)F)OCC (1-(2,2-Diethoxyethyl)-3-(4-trifluoromethylphenyl)urea), [OH-].[Na+] (sodium hydroxide), Cl (hydrochloric acid). The solvent is CO (methanol), O (water). Reaction conditions: time 48 hour. The product is FC(C1=CC=C(C=C1)N1C(NC=C1)=O)(F)F (1-(4-trifluoromethylphenyl)-2(1H,3H)-imidazolone). The yield is 74.4%. As a reaction SMILES: C(O[CH:4](OCC)[CH2:5][NH:6][C:7]([NH:9][C:10]1[CH:15]=[CH:14][C:13]([C:16]([F:19])([F:18])[F:17])=[CH:12][CH:11]=1)=[O:8])C.Cl.[OH-].[Na+]>CO.O>[F:19][C:16]([F:17])([F:18])[C:13]1[CH:12]=[CH:11][C:10]([N:9]2[CH:4]=[CH:5][NH:6][C:7]2=[O:8])=[CH:15][CH:14]=1 |f:2.3|. Procedure: 1-(2,2-Diethoxyethyl)-3-(4-trifluoromethylphenyl)urea (9.2 g, 28.7 mmol) was dissolved in a mixture of 113 ml of methanol and 57 ml of water. To the reaction solution was added 67.5 ml of 0.48N hydrochloric acid and the mixture was stirred for 48 hours at room temperature. To the reaction solution was added 1N sodium hydroxide to adjust pH to 7, followed by being concentrated under reduced pressure. The residue was extracted with ethyl acetate (100 ml×4). The extracts were combined, washed with ... Starting materials: C1CCOC1, CCOC(=O)CP(=O)(OCC)OCC, CCCCC(Oc1ccc(C=O)c(Cl)c1)c1cccc(-c2ccc(C(F)(F)F)cc2)n1, [H-], [Na+]. The product is CCCCC(Oc1ccc(C=CC(=O)OCC)c(Cl)c1)c1cccc(-c2ccc(C(F)(F)F)cc2)n1. As a reaction SMILES: [CH2:48]1[O:49][CH2:50][CH2:51][CH2:52]1.[CH3:1][CH2:2][O:3][C:4](=[O:5])[CH2:6][P:7]([O:8][CH2:9][CH3:10])([O:11][CH2:12][CH3:13])=[O:14].[Cl:17][c:18]1[c:19]([CH:20]=[O:21])[cH:22][cH:23][c:24]([O:26][CH:27]([CH2:28][CH2:29][CH2:30][CH3:31])[c:32]2[n:33][c:34](-[c:38]3[cH:39][cH:40][c:41]([C:44]([F:45])([F:46])[F:47])[cH:42][cH:43]3)[cH:35][cH:36][cH:37]2)[cH:25]1.[H-:16].[Na+:15]>>[CH3:1][CH2:2][O:3][C:4](=[O:5])[CH:6]=[CH:20][c:19]1[c:18]([Cl:17])[cH:25][c:24]([O:26][CH:27]([CH2:28][CH2:29][CH2:30][CH3:31])[c:32]2[n:33][c:34](-[c:38]3[cH:39][cH:40][c:41]([C:44]([F:45])([F:46])[F:47])[cH:42][cH:43]3)[cH:35][cH:36][cH:37]2)[cH:23][cH:22]1. Reactants: Clc1ncnc2[nH]cc(I)c12, C1CCOC1, CC(C)(C)OC(=O)N1CCC(O)CC1, c1ccc(P(c2ccccc2)c2ccccc2)cc1. The product is CC(C)(C)OC(=O)N1CCC(n2cc(I)c3c(Cl)ncnc32)CC1. RXN SMILES: [Cl:1][c:2]1[c:3]2[c:4]([n:5][cH:6][n:7]1)[nH:8][cH:9][c:10]2[I:11].[O:45]1[CH2:46][CH2:47][CH2:48][CH2:49]1.[OH:12][CH:13]1[CH2:14][CH2:15][N:16]([C:19](=[O:20])[O:21][C:22]([CH3:23])([CH3:24])[CH3:25])[CH2:17][CH2:18]1.[c:26]1([P:27]([c:28]2[cH:29][cH:30][cH:31][cH:32][cH:33]2)[c:34]2[cH:35][cH:36][cH:37][cH:38][cH:39]2)[cH:40][cH:41][cH:42][cH:43][cH:44]1>>[Cl:1][c:2]1[c:3]2[c:4]([n:5][cH:6][n:7]1)[n:8]([CH:13]1[CH2:14][CH2:15][N:16]([C:19](=[O:20])[O:21][C:22]([CH3:23])([CH3:24])[CH3:25])[CH2:17][CH2:18]1)[cH:9][c:10]2[I:11].